Dataset: the Open Reaction Database (ORD), a public repository of structured organic reaction records. Task: describe an organic reaction: reactants, conditions, products, and yield Conditions: time 2 hour. As a reaction SMILES: C([Li])CCC.[Cl:6][C:7]1[C:12]([Cl:13])=[CH:11][CH:10]=[CH:9][C:8]=1[CH:14]1[C:19]([C:20]([O:22][CH3:23])=[O:21])=[C:18]([CH3:24])[NH:17][C:16]([CH2:25][O:26][CH2:27][C:28]#[CH:29])=[C:15]1[C:30]([O:32][CH2:33][CH3:34])=[O:31].[C:35](=[O:37])=[O:36]>CCCCCC.O1CCCC1>[Cl:6][C:7]1[C:12]([Cl:13])=[CH:11][CH:10]=[CH:9][C:8]=1[CH:14]1[C:19]([C:20]([O:22][CH3:23])=[O:21])=[C:18]([CH3:24])[NH:17][C:16]([CH2:25][O:26][CH2:27][C:28]#[C:29][C:35]([OH:37])=[O:36])=[C:15]1[C:30]([O:32][CH2:33][CH3:34])=[O:31]. Reported procedure: A 1.6M solution of n-butyllithium in hexane (45 ml) was added dropwise to a solution of 1-{[4-(2,3-dichlorophenyl)-3-ethoxycarbonyl-5-methoxycarbonyl-6-methyl-1,4-dihydropyrid-2-yl]methoxy}-2-propyne (132 g) in tetrahydrofuran (1 l.) keeping the temperature below -40°. The mixture was stirred at -60° for 2 hours and then carbon dioxide gas was passed through the solution for 30 minutes with cooling in an acetone/cardice bath. The mixture was allowed to warm to 0° while the passage of carbon diox... The reactants are solution, C(CCC)[Li] (n-butyllithium), ClC1=C(C=CC=C1Cl)C1C(=C(NC(=C1C(=O)OC)C)COCC#C)C(=O)OCC (1-{[4-(2,3-dichlorophenyl)-3-ethoxycarbonyl-5-methoxycarbonyl-6-methyl-1,4-dihydropyrid-2-yl]methoxy}-2-propyne), C(=O)=O (carbon dioxide), C(=O)=O (carbon dioxide). Yields the product ClC1=C(C=CC=C1Cl)C1C(=C(NC(=C1C(=O)OC)C)COCC#CC(=O)O)C(=O)OCC (4-{[4-(2,3-dichlorophenyl)-3-ethoxycarbonyl-5-methoxycarbonyl-6-methyl-1,4-dihydropyrid-2-yl]methoxy}but-2-ynoic acid). Solvent: CCCCCC (hexane), O1CCCC1 (tetrahydrofuran).